Dataset: the Open Reaction Database (ORD), a public repository of structured organic reaction records. Task: describe an organic reaction: reactants, conditions, products, and yield The reactants are [Si](C)(C)(C(C)(C)C)O[C@@H]1[C@@H](N(C(C1)=O)C1=CC(=C(C#N)C=C1)C(F)(F)F)C (4-[(2S,3S)-3-(tert-butyldimethylsilyloxy)-2-methyl-5-oxopyrrolidin-1-yl]-2-(trifluoromethyl)benzonitrile), [F-].C(CCC)[N+](CCCC)(CCCC)CCCC.C1CCOC1 (tetrabutylammonium fluoride THF), O (water). Run in C1CCOC1 (THF). Run at time 24 hour. Product: O[C@@H]1[C@@H](N(C(C1)=O)C1=CC(=C(C#N)C=C1)C(F)(F)F)C (4-[(2S,3S)-3-hydroxy-2-methyl-5-oxopyrrolidin-1-yl]-2-(trifluoromethyl)benzonitrile). The yield is 35.5%. As a reaction SMILES: [Si]([O:8][C@H:9]1[CH2:13][C:12](=[O:14])[N:11]([C:15]2[CH:22]=[CH:21][C:18]([C:19]#[N:20])=[C:17]([C:23]([F:26])([F:25])[F:24])[CH:16]=2)[C@H:10]1[CH3:27])(C(C)(C)C)(C)C.[F-].C([N+](CCCC)(CCCC)CCCC)CCC.C1COCC1.O>C1COCC1>[OH:8][C@H:9]1[CH2:13][C:12](=[O:14])[N:11]([C:15]2[CH:22]=[CH:21][C:18]([C:19]#[N:20])=[C:17]([C:23]([F:26])([F:24])[F:25])[CH:16]=2)[C@H:10]1[CH3:27] |f:1.2.3|. Procedure: To a solution of 4-[(2S,3S)-3-(tert-butyldimethylsilyloxy)-2-methyl-5-oxopyrrolidin-1-yl]-2-(trifluoromethyl)benzonitrile (5.61 g) in THF (50 mL) was added tetrabutylammonium fluoride-THF solution (20.0 mL, 1 mol/L), and the mixture was stirred at room temperature for 24 hr. The reaction mixture was added to water, and the mixture was extracted with ethyl acetate. The extract was washed with saturated brine, dried over anhydrous magnesium sulfate, and concentrated under reduced pressure. The res... Starting materials: ClC=1C=C2C(C(N(C2=CC1)S(=O)(=O)C1=C(C=C(C=C1)OC)OC(F)(F)F)=O)(C1=C(C=CC(=C1)CC=O)OC)N1[C@H](C(=O)N(C)C)C[C@H](C1)O ((4R)-1-(5-chloro-3-[2-methoxy-5-(2-oxo ethyl)phenyl]-1-{[4-methoxy-2-(trifluoromethoxy)phenyl]sulfonyl}-2-oxo-2,3-dihydro-1H-indol-3-yl)-4-hydroxy-N,N-dimethyl-L-prolinamide), N1CCCC1 (pyrrolidine). Yields the product ClC=1C=C2C(C(N(C2=CC1)S(=O)(=O)C1=C(C=C(C=C1)OC)OC(F)(F)F)=O)(C1=C(C=CC(=C1)CCN1CCCC1)OC)N1[C@H](C(=O)N(C)C)C[C@H](C1)O ((4R)-1-(5-chloro-3-[2-methoxy-5-(2-pyrrolidin-1-ylethyl)phenyl]-1-{[4-methoxy-2-(trifluoromethoxy)phenyl]sulfonyl}-2-oxo-2,3-dihydro-1H-indol-3-yl)-4-hydroxy-N,N-dimethyl-L-prolinamide). Isolated yield 29.2%. RXN SMILES: [Cl:1][C:2]1[CH:3]=[C:4]2[C:8](=[CH:9][CH:10]=1)[N:7]([S:11]([C:14]1[CH:19]=[CH:18][C:17]([O:20][CH3:21])=[CH:16][C:15]=1[O:22][C:23]([F:26])([F:25])[F:24])(=[O:13])=[O:12])[C:6](=[O:27])[C:5]2([N:39]1[CH2:48][C@H:47]([OH:49])[CH2:46][C@H:40]1[C:41]([N:43]([CH3:45])[CH3:44])=[O:42])[C:28]1[CH:33]=[C:32]([CH2:34][CH:35]=O)[CH:31]=[CH:30][C:29]=1[O:37][CH3:38].[NH:50]1[CH2:54][CH2:53][CH2:52][CH2:51]1>>[Cl:1][C:2]1[CH:3]=[C:4]2[C:8](=[CH:9][CH:10]=1)[N:7]([S:11]([C:14]1[CH:19]=[CH:18][C:17]([O:20][CH3:21])=[CH:16][C:15]=1[O:22][C:23]([F:24])([F:26])[F:25])(=[O:13])=[O:12])[C:6](=[O:27])[C:5]2([N:39]1[CH2:48][C@H:47]([OH:49])[CH2:46][C@H:40]1[C:41]([N:43]([CH3:44])[CH3:45])=[O:42])[C:28]1[CH:33]=[C:32]([CH2:34][CH2:35][N:50]2[CH2:54][CH2:53][CH2:52][CH2:51]2)[CH:31]=[CH:30][C:29]=1[O:37][CH3:38]. Procedure details: With 350 mg of the compound obtained in Example 219 and 75 mg of pyrrolidine as starting materials, 110 mg of the title compound (pale orange amorphous) was obtained by a similar method to Example 220. The reactants are Br, O=C([O-])[O-], CN(C)C=O, N#CC1CC(F)CN1C(=O)COS(=O)(=O)c1ccccc1, [K+], [K+], CCOC(=O)C12CCC(N)(CC1)CC2, O. Yields the product CCOC(=O)C12CCC(NCC(=O)N3CC(F)CC3C#N)(CC1)CC2. RXN SMILES: [BrH:1].[C:16](=[O:17])([O-:18])[O-:19].[CH3:22][N:23]([CH3:24])[CH:25]=[O:26].[F:27][CH:28]1[CH2:29][CH:30]([C:46]#[N:47])[N:31]([C:33]([CH2:34][O:35][S:36]([c:37]2[cH:38][cH:39][cH:40][cH:41][cH:42]2)(=[O:43])=[O:44])=[O:45])[CH2:32]1.[K+:20].[K+:21].[NH2:2][C:3]12[CH2:4][CH2:5][C:6]([C:11](=[O:12])[O:13][CH2:14][CH3:15])([CH2:7][CH2:8]1)[CH2:9][CH2:10]2.[OH2:48]>>[NH:2]([C:3]12[CH2:4][CH2:5][C:6]([C:11](=[O:12])[O:13][CH2:14][CH3:15])([CH2:7][CH2:8]1)[CH2:9][CH2:10]2)[CH2:34][C:33]([N:31]1[CH:30]([C:46]#[N:47])[CH2:29][CH:28]([F:27])[CH2:32]1)=[O:45].